This data is from the Open Reaction Database (ORD), a public repository of structured organic reaction records. The task is: describe an organic reaction: reactants, conditions, products, and yield Reactants: C(C)OC(C(CC1=CC=C(C=C1)OCCNC(CCCCCC)=O)OCC)=O (2-Ethoxy-3-[4-(2-heptanoylaminoethoxy)phenyl]propionic acid ethyl ester), C(CCC)O (butanol). Solvent: C1CCOC1 (THF). Run at time 24 hour. Product: C(C)OC(C(CC1=CC=C(C=C1)OCCNCCCCCCC)OCC)=O (2-Ethoxy-3-[4-(2-heptylaminoethoxy)phenyl]propionic acid ethyl ester). Isolated yield 71.5%. RXN SMILES: [CH2:1]([O:3][C:4](=[O:28])[CH:5]([O:25][CH2:26][CH3:27])[CH2:6][C:7]1[CH:12]=[CH:11][C:10]([O:13][CH2:14][CH2:15][NH:16][C:17](=O)[CH2:18][CH2:19][CH2:20][CH2:21][CH2:22][CH3:23])=[CH:9][CH:8]=1)[CH3:2].C(O)CCC>C1COCC1>[CH2:1]([O:3][C:4](=[O:28])[CH:5]([O:25][CH2:26][CH3:27])[CH2:6][C:7]1[CH:12]=[CH:11][C:10]([O:13][CH2:14][CH2:15][NH:16][CH2:17][CH2:18][CH2:19][CH2:20][CH2:21][CH2:22][CH3:23])=[CH:9][CH:8]=1)[CH3:2]. Procedure: A solution of the compound obtained in Step d (46 mg) in THF (2 ml) was added with borane/dimethyl sulfide complex (55 μl, Tokyo Kasei Kogyo). The reaction mixture was stirred at room temperature for 24 hours, added with butanol (2 ml) and stirred for 2 hours. The reaction mixture was concentrated, and the resulting residue was applied on a silica gel column and eluted with chloroform/methanol (100:5, then 100:10) to obtain the title compound (31.7 mg).